Dataset: the Open Reaction Database (ORD), a public repository of structured organic reaction records. Task: describe an organic reaction: reactants, conditions, products, and yield Reactants: CCN, CO, CCOC(=O)c1nnc(N)s1. Product: CCNC(=O)c1nnc(N)s1. As a reaction SMILES: [CH3:12][CH2:13][NH2:14].[CH3:15][OH:16].[NH2:1][c:2]1[n:3][n:4][c:5]([C:7]([O:9][CH2:8][CH3:10])=[O:11])[s:6]1>>[NH2:1][c:2]1[n:3][n:4][c:5]([C:7](=[O:9])[NH:14][CH2:13][CH3:12])[s:6]1. The reactants are ClC1(C(C1)(C)CSC1=CC2=C(NC(=N2)NC(OC)=O)C=C1)Cl ([5-[[(2,2-dichloro-1-methylcyclopropyl)methyl]thio]-1H-benzimidazol-2-yl]carbamic acid, methyl ester), ClC=1C=C(C(=O)OO)C=CC1 (m-chloroperoxybenzoic acid). The solvent is C(Cl)(Cl)Cl (CHCl3), C(C)(=O)O (acetic acid), C(Cl)(Cl)Cl (CHCl3). The product is ClC1(C(C1)(C)CS(=O)C1=CC2=C(NC(=N2)NC(OC)=O)C=C1)Cl ([5-[[(2,2-Dichloro-1-methylcyclopropyl)methyl]-sulfinyl]-1H-benzimidazol-2-yl]carbamic acid, methyl ester). Yield: 45.2%. Reaction SMILES: [Cl:1][C:2]1([Cl:22])[CH2:4][C:3]1([CH2:6][S:7][C:8]1[CH:21]=[CH:20][C:11]2[NH:12][C:13]([NH:15][C:16](=[O:19])[O:17][CH3:18])=[N:14][C:10]=2[CH:9]=1)[CH3:5].ClC1C=C(C=CC=1)C(OO)=[O:28]>C(Cl)(Cl)Cl.C(O)(=O)C>[Cl:22][C:2]1([Cl:1])[CH2:4][C:3]1([CH2:6][S:7]([C:8]1[CH:21]=[CH:20][C:11]2[NH:12][C:13]([NH:15][C:16](=[O:19])[O:17][CH3:18])=[N:14][C:10]=2[CH:9]=1)=[O:28])[CH3:5]. Reported procedure: To a solution of 7.2 g (0.2 mole) of [5-[[(2,2-dichloro-1-methylcyclopropyl)methyl]thio]-1H-benzimidazol-2-yl]carbamic acid, methyl ester in 120 ml of CHCl3 and 120 ml of acetic acid at -15° C there is added 4.2 g (0.02 mole) of 85% m-chloroperoxybenzoic acid and 40 ml of CHCl3 and with stirring is allowed to warm to room temperature. The mixture is stirred for an additional 2 hours. The CHCl3 is removed in vacuo and the remaining solution is neutralized with aqueous NaHCO3. The resulting solid ... The reactants are C(C)OC(=O)C1(CC1)C1=CC=C(C=C1)C1=CC=C(C=C1)C1=C(C(=NO1)C)N (1-[4′-(4-amino-3-methyl-isoxazol-5-yl)-biphenyl-4-yl]-cyclopropanecarboxylic acid ethyl ester), CC(CNC(=O)C1=NC(=CC=C1)Br)(C)C (6-bromo-pyridine-2-carboxylic acid (2,2-dimethyl-propyl)-amide). Procedure details: Prepared according to the procedure described in Example 290, Step 1, using 1-[4′-(4-amino-3-methyl-isoxazol-5-yl)-biphenyl-4-yl]-cyclopropanecarboxylic acid ethyl ester and 6-bromo-pyridine-2-carboxylic acid (2,2-dimethyl-propyl)-amide. As a reaction SMILES: [CH2:1]([O:3][C:4]([C:6]1([C:9]2[CH:14]=[CH:13][C:12]([C:15]3[CH:20]=[CH:19][C:18]([C:21]4[O:25][N:24]=[C:23]([CH3:26])[C:22]=4[NH2:27])=[CH:17][CH:16]=3)=[CH:11][CH:10]=2)[CH2:8][CH2:7]1)=[O:5])[CH3:2].[CH3:28][C:29]([CH3:42])([CH3:41])[CH2:30][NH:31][C:32]([C:34]1[CH:39]=[CH:38][CH:37]=[C:36](Br)[N:35]=1)=[O:33]>>[CH2:1]([O:3][C:4]([C:6]1([C:9]2[CH:10]=[CH:11][C:12]([C:15]3[CH:20]=[CH:19][C:18]([C:21]4[O:25][N:24]=[C:23]([CH3:26])[C:22]=4[NH:27][C:36]4[CH:37]=[CH:38][CH:39]=[C:34]([C:32](=[O:33])[NH:31][CH2:30][C:29]([CH3:41])([CH3:28])[CH3:42])[N:35]=4)=[CH:17][CH:16]=3)=[CH:13][CH:14]=2)[CH2:8][CH2:7]1)=[O:5])[CH3:2]. Yields the product C(C)OC(=O)C1(CC1)C1=CC=C(C=C1)C1=CC=C(C=C1)C1=C(C(=NO1)C)NC1=NC(=CC=C1)C(NCC(C)(C)C)=O (1-(4′-{4-[6-(2,2-Dimethyl-propylcarbamoyl)-pyridin-2-ylamino]-3-methyl-isoxazol-5-yl}-biphenyl-4-yl)-cyclopropanecarboxylic acid ethyl ester). Reactants: ClC=1C=C(C=CC1)C1=CC=CC=2N1N=C(N2)N (5-(3-chlorophenyl)[1,2,4]triazolo[1,5-a]pyridin-2-amine), IC1=CC=C(C(=O)OC)C=C1 (methyl 4-iodobenzoate), C([O-])([O-])=O.[Cs+].[Cs+] (cesium carbonate), CC1(C2=C(C(=CC=C2)P(C3=CC=CC=C3)C4=CC=CC=C4)OC5=C(C=CC=C51)P(C6=CC=CC=C6)C7=CC=CC=C7)C (XantPhos). The reagents and catalysts are C(C)(=O)[O-].C(C)(=O)[O-].[Pd+2] (palladium diacetate). The solvent is O1CCOCC1 (1,4-dioxane). Product: ClC=1C=C(C=CC1)C1=CC=CC=2N1N=C(N2)NC2=CC=C(C(=O)OC)C=C2 (Methyl 4-{[5-(3-chlorophenyl)[1,2,4]triazolo[1,5-a]pyridin-2-yl]amino}benzoate). RXN SMILES: [Cl:1][C:2]1[CH:3]=[C:4]([C:8]2[N:13]3[N:14]=[C:15]([NH2:17])[N:16]=[C:12]3[CH:11]=[CH:10][CH:9]=2)[CH:5]=[CH:6][CH:7]=1.I[C:19]1[CH:28]=[CH:27][C:22]([C:23]([O:25][CH3:26])=[O:24])=[CH:21][CH:20]=1.C(=O)([O-])[O-].[Cs+].[Cs+].CC1(C)C2C(=C(P(C3C=CC=CC=3)C3C=CC=CC=3)C=CC=2)OC2C(P(C3C=CC=CC=3)C3C=CC=CC=3)=CC=CC1=2>O1CCOCC1.C([O-])(=O)C.C([O-])(=O)C.[Pd+2]>[Cl:1][C:2]1[CH:3]=[C:4]([C:8]2[N:13]3[N:14]=[C:15]([NH:17][C:19]4[CH:28]=[CH:27][C:22]([C:23]([O:25][CH3:26])=[O:24])=[CH:21][CH:20]=4)[N:16]=[C:12]3[CH:11]=[CH:10][CH:9]=2)[CH:5]=[CH:6][CH:7]=1 |f:2.3.4,7.8.9|. Procedure: A solution of 5-(3-chlorophenyl)[1,2,4]triazolo[1,5-a]pyridin-2-amine (1.46 g, 5.97 mmol, 1 equiv), methyl 4-iodobenzoate (1.57 g, 5.99 mmol, 1.00 equiv), palladium diacetate (134 mg, 0.597 mmol, 0.100 eq), cesium carbonate (1.96 g, 6.02 mmol, 1.01 equiv), and XantPhos (173 mg, 0.299 mmol, 0.050 eq) in 1,4-dioxane was heated at 80° C. overnight. The mixture was concentrated, and the residue was diluted with methanol and water. The resulting solid was filtered and rinsed with water, isopropanol, ... Reactants: O=C1C=C(CC(C)(C)C1)C (isophorone). Run in CCOCC (Et2O). Yields the product CC1(CC(C[C@@H](C1)C)=O)C ((R)-3,3,5-trimethylcyclohexanone). The yield is 65.4%. RXN SMILES: [O:1]=[C:2]1[CH2:9][C:6]([CH3:8])([CH3:7])[CH2:5][C:4]([CH3:10])=[CH:3]1>CCOCC>[CH3:7][C:6]1([CH3:8])[CH2:5][C@@H:4]([CH3:10])[CH2:3][C:2](=[O:1])[CH2:9]1. Reported procedure: Prepared according to the general procedure from isophorone (138 mg, 1.09 mmol) in 0.2 M Et2O for 48 h at room temperature to provide the title compound as a colorless oil (100 mg, 65% yield, 97% ee) after purification by flash chromatography on silica gel (5% Et2O/pentane). The physical data were identical in all respects to those previously reported (Allinger et al. (1975), J. Org. Chem. 40:1316 (reported a rotation of +20.3° for the (S)-enantiomer that is 75% ee)). The enantiomeric ratio was ... The reactants are O1CCOC12CC(CC2)\C=C(\C2=CC=C(C=C2)S(=O)(=O)C)/C2=CC=1C(=NC=CC1)N2 ((Z)-2-[2-(1,4-dioxa-spiro[4.4]non-7-yl)-1-(4-methanesulfonyl-phenyl)-vinyl]-1H-pyrrolo[2,3-b]pyridine). The reagents and catalysts are [Pd] (palladium on activated carbon). The solvent is CO (methanol). Conditions: temperature 50 celsius. The product is CS(=O)(=O)C1=CC=C(C=C1)C(CC1CC(CC1)=O)C1=CC=2C(=NC=CC2)N1 (3-[2-(4-methanesulfonyl-phenyl)-2-(1H-pyrrolo[2,3-b]pyridin-2-yl)-ethyl]-cyclopentanone). The yield is 6.3%. RXN SMILES: O1[C:5]2([CH2:9][CH2:8][CH:7](/[CH:10]=[C:11](\[C:22]3[NH:30][C:25]4=[N:26][CH:27]=[CH:28][CH:29]=[C:24]4[CH:23]=3)/[C:12]3[CH:17]=[CH:16][C:15]([S:18]([CH3:21])(=[O:20])=[O:19])=[CH:14][CH:13]=3)[CH2:6]2)[O:4]CC1>[Pd].CO>[CH3:21][S:18]([C:15]1[CH:14]=[CH:13][C:12]([CH:11]([C:22]2[NH:30][C:25]3=[N:26][CH:27]=[CH:28][CH:29]=[C:24]3[CH:23]=2)[CH2:10][CH:7]2[CH2:8][CH2:9][C:5](=[O:4])[CH2:6]2)=[CH:17][CH:16]=1)(=[O:19])=[O:20]. Procedure: A mixture of (Z)-2-[2-(1,4-dioxa-spiro[4.4]non-7-yl)-1-(4-methanesulfonyl-phenyl)-vinyl]-1H-pyrrolo[2,3-b]pyridine (enantiomer 1, prepared as in Example 78, 140 mg, 0.33 mmol) and 10% palladium on activated carbon (50 mg) in methanol (125 mL) was heated at 50° C. under hydrogen (50 psi) for 96 h. The mixture was cooled to 25° C., the catalyst was filtered off, washed with ethyl acetate and concentrated in vacuo. Purification using a Waters automated flash system (column: Xterra 30 mm×100 mm, sam... The reactants are C(C)(=O)N (acetamide), C(C(=C)C)(=O)N=C=O (methacryloyl isocyanate). Solvent: ClCCCl (1,2-dichloroethane), ClCCCl (1,2-dichloroethane). Conditions: temperature 80 celsius, time 3.5 hour. Yields the product C(C(=C)C)(=O)NC(=O)NC(C)=O (1-methacryloyl-3-acetylurea). The yield is 95.8%. As a reaction SMILES: [C:1]([NH2:4])(=[O:3])[CH3:2].[C:5]([N:10]=[C:11]=[O:12])(=[O:9])[C:6]([CH3:8])=[CH2:7]>ClCCCl>[C:5]([NH:10][C:11]([NH:4][C:1](=[O:3])[CH3:2])=[O:12])(=[O:9])[C:6]([CH3:8])=[CH2:7]. Procedure: To a solution of acetamide (0.59 g; 10 mmol) in 1,2-dichloroethane (20 ml), a solution of methacryloyl isocyanate (1.11 g; 10 mmol) in 1,2-dichloroethane (5 ml) was dropwise added at room temperature, and the reaction mixture was stirred at 80° C. for 3.5 hours. After cooling, 1,2-dichloroethane was evaporated under reduced pressure to give 1-methacryloyl-3-acetylurea (1.63 g), which was recrystallized from a mixture of benzene-and hexane to give colorless needles. M.P., 92°-94° C. Reactants: CN(C(=O)OC(C)(C)C)C1CNC1, CC(C)O, Clc1cc(Cl)ncn1. The product is CN(C(=O)OC(C)(C)C)C1CN(c2cc(Cl)ncn2)C1. Reaction SMILES: [C:1]([CH3:2])([CH3:3])([CH3:4])[O:5][C:6]([N:7]([CH3:8])[CH:9]1[CH2:10][NH:11][CH2:12]1)=[O:13].[CH:22]([OH:23])([CH3:24])[CH3:25].[Cl:14][c:15]1[n:16][cH:17][n:18][c:19]([Cl:21])[cH:20]1>>[C:1]([CH3:2])([CH3:3])([CH3:4])[O:5][C:6]([N:7]([CH3:8])[CH:9]1[CH2:10][N:11]([c:19]2[n:18][cH:17][n:16][c:15]([Cl:14])[cH:20]2)[CH2:12]1)=[O:13]. Reactants: CCN(CC)CCNc1nc2ncnn2c2c1c(C)nc1c2cnn1CC, CN(C)CCO, NCCO. Product: CCn1ncc2c1nc(C)c1c(OCCN)nc3ncnn3c12. Reaction SMILES: [CH2:1]([N:2]([CH2:3][CH3:4])[CH2:5][CH2:6][NH:26][c:7]1[n:8][c:9]2[n:10]([c:11]3[c:12]1[c:13]([CH3:22])[n:14][c:15]1[c:16]3[cH:17][n:18][n:19]1[CH2:20][CH3:21])[n:23][cH:24][n:25]2)[CH3:27].[CH3:32][N:33]([CH3:34])[CH2:35][CH2:36][OH:37].[OH:28][CH2:29][CH2:30][NH2:31]>>[c:7]1([O:28][CH2:29][CH2:30][NH2:31])[n:8][c:9]2[n:10]([c:11]3[c:12]1[c:13]([CH3:22])[n:14][c:15]1[c:16]3[cH:17][n:18][n:19]1[CH2:20][CH3:21])[n:23][cH:24][n:25]2.